This data is from the Open Reaction Database (ORD), a public repository of structured organic reaction records. The task is: describe an organic reaction: reactants, conditions, products, and yield Starting materials: C(CCC)[Li] (n-butyllithium), [O-]CCCC.[Li+] (lithium butoxide), C(CCC)O (n-butanol), [Li] (lithium), 3-methyl-3,4-epoxybutene-1. The solvent is CCCCCC (hexane), CCOCC (ether), CCOCC (ether). Run at time 1 hour. The product is CC(CO)=CCCCCC (2-methyl-2-octen-1-ol). The yield is 74.0%. As a reaction SMILES: [O-:1][CH2:2][CH2:3][CH2:4][CH3:5].[Li+].[CH2:7](O)[CH2:8][CH2:9][CH3:10].[Li].[CH2:13]([Li])CCC>CCOCC.CCCCCC>[CH3:13][C:3](=[CH:4][CH2:5][CH2:7][CH2:8][CH2:9][CH3:10])[CH2:2][OH:1] |f:0.1,^1:11|. Procedure: To 85.6 mg (1.1 mmol) of lithium butoxide prepared from n-butanol and lithium metal, there was added 10 ml of ether under an argon atmosphere and stirred at room temperature. The resulting mixture was cooled to -20° C., and a hexane solution of n-butyllithium (1.2 mmol) was added thereto and stirred. An ether solution of 3-methyl-3,4-epoxybutene-1 (89.9 mg; 1.1 mmol) was added dropwise thereto at -20° C., and after the addition was completed, stirring was effected at -20° C. for 1 hour and at 0°...